Dataset: the Open Reaction Database (ORD), a public repository of structured organic reaction records. Task: describe an organic reaction: reactants, conditions, products, and yield The reactants are C(CCC)(=O)C1C(CC(CC1=O)C1=CC2=C(O1)C=CC=C2)=O (2-butyryl-5-(benzo[b]fur-2-yl)-cyclohexane-1,3-dione), C(C=C)ON (allyloxyamine). Solvent: C(C)O (ethanol). Yields the product C(C=C)ONC(CCC)=C1C(CC(CC1=O)C1=CC2=C(O1)C=CC=C2)=O (2-(1-Allyloxyaminobutylidene)-5-(benzo[b]fur-2-yl)-cyclohexane-1,3-dione). Isolated yield 92.0%. As a reaction SMILES: [C:1]([CH:6]1[C:11](=[O:12])[CH2:10][CH:9]([C:13]2[O:17][C:16]3[CH:18]=[CH:19][CH:20]=[CH:21][C:15]=3[CH:14]=2)[CH2:8][C:7]1=[O:22])(=O)[CH2:2][CH2:3][CH3:4].[CH2:23]([O:26][NH2:27])[CH:24]=[CH2:25]>C(O)C>[CH2:23]([O:26][NH:27][C:1](=[C:6]1[C:11](=[O:12])[CH2:10][CH:9]([C:13]2[O:17][C:16]3[CH:18]=[CH:19][CH:20]=[CH:21][C:15]=3[CH:14]=2)[CH2:8][C:7]1=[O:22])[CH2:2][CH2:3][CH3:4])[CH:24]=[CH2:25]. Procedure: 4.6 parts by weight of 2-butyryl-5-(benzo[b]fur-2-yl)-cyclohexane-1,3-dione, 1.2 parts by weight of allyloxyamine and 30 parts by volume of ethanol were stirred for 12 hours at room temperature. The solvent was distilled off under reduced pressure, the residue was taken up in 50 parts of dichloromethane, the solution was washed twice with water and dried over sodium sulfate, and the solvent was distilled off under reduced pressure. 2-(1-Allyloxyaminobutylidene)-5-(benzo[b]fur-2-yl)-cyclohexane-1... Reactants: CC(C)(C)c1cc(CCC(=O)O)cc(C(C)(C)C)c1O, O, CCCCCCCCCCCCCCCCCC(=O)NCCO, Cc1ccccc1C. The product is CCCCCCCCCCCCCCCCCC(=O)NCCOC(=O)CCc1cc(C(C)(C)C)c(O)c(C(C)(C)C)c1. As a reaction SMILES: [C:1]([CH3:2])([CH3:3])([CH3:4])[c:5]1[cH:6][c:7]([CH2:16][CH2:17][C:18](=[O:19])[OH:20])[cH:8][c:9]([C:12]([CH3:13])([CH3:14])[CH3:15])[c:10]1[OH:11].[OH2:52].[OH:21][CH2:22][CH2:23][NH:24][C:25]([CH2:26][CH2:27][CH2:28][CH2:29][CH2:30][CH2:31][CH2:32][CH2:33][CH2:34][CH2:35][CH2:36][CH2:37][CH2:38][CH2:39][CH2:40][CH2:41][CH3:42])=[O:43].[c:44]1([CH3:45])[c:46]([CH3:47])[cH:48][cH:49][cH:50][cH:51]1>>[C:1]([CH3:2])([CH3:3])([CH3:4])[c:5]1[cH:6][c:7]([CH2:16][CH2:17][C:18](=[O:19])[O:20][CH2:22][CH2:23][NH:24][C:25]([CH2:26][CH2:27][CH2:28][CH2:29][CH2:30][CH2:31][CH2:32][CH2:33][CH2:34][CH2:35][CH2:36][CH2:37][CH2:38][CH2:39][CH2:40][CH2:41][CH3:42])=[O:43])[cH:8][c:9]([C:12]([CH3:13])([CH3:14])[CH3:15])[c:10]1[OH:11]. Starting materials: OCCC1=CC(=C(C=C1)O)OC (4-(2-hydroxyethyl)-2-methoxyphenol), [OH-].[K+] (KOH), FC1=NC(=CC=C1)F (2,6-Difluoropyridine). The solvent is CN(C)C=O (DMF). Conditions: temperature 110 celsius, time 20 hour. The product is FC1=NC(=CC=C1)OC1=C(C=C(C=C1)CCOC1=NC(=CC=C1)F)OC (2-fluoro-6-(4-{2-[(6-fluoropyridin-2-yl)oxy]ethyl}-2-methoxyphenoxy)pyridine). RXN SMILES: [OH-].[K+].[OH:3][CH2:4][CH2:5][C:6]1[CH:11]=[CH:10][C:9]([OH:12])=[C:8]([O:13][CH3:14])[CH:7]=1.F[C:16]1[CH:21]=[CH:20][CH:19]=[C:18]([F:22])[N:17]=1>CN(C=O)C>[F:22][C:18]1[CH:19]=[CH:20][CH:21]=[C:16]([O:12][C:9]2[CH:10]=[CH:11][C:6]([CH2:5][CH2:4][O:3][C:16]3[CH:21]=[CH:20][CH:19]=[C:18]([F:22])[N:17]=3)=[CH:7][C:8]=2[O:13][CH3:14])[N:17]=1 |f:0.1|. Procedure: To a suspension of KOH (2 mmol; 112 mg) in anhydrous DMF (1 mL) under argon, was added 4-(2-hydroxyethyl)-2-methoxyphenol (1 mmol; 168 mg) followed by 2,6-Difluoropyridine (1 mmol; 0.1 ml). The reaction mixture was stirred at 110° C. for 20 h.